Dataset: the Open Reaction Database (ORD), a public repository of structured organic reaction records. Task: describe an organic reaction: reactants, conditions, products, and yield The reactants are COC(=O)CCOc1cc(COC2CN(C(=O)OCc3ccccc3)CCC2c2ccc(OCCCOCc3ccccc3OC)cc2)ccc1C, CS(C)=O, CC(C)OC(C)C, O=P([O-])([O-])[O-]. The product is COc1ccccc1COCCCOc1ccc(C2CCN(C(=O)OCc3ccccc3)CC2OCc2ccc(C)c(OCCC(=O)O)c2)cc1. As a reaction SMILES: [CH3:1][O:2][c:3]1[c:4]([CH2:5][O:6][CH2:7][CH2:8][CH2:9][O:10][c:11]2[cH:12][cH:13][c:14]([CH:17]3[CH:18]([O:33][CH2:34][c:35]4[cH:36][c:37]([O:42][CH2:43][CH2:44][C:45](=[O:46])[O:47][CH3:48])[c:38]([CH3:41])[cH:39][cH:40]4)[CH2:19][N:20]([C:23](=[O:24])[O:25][CH2:26][c:27]4[cH:28][cH:29][cH:30][cH:31][cH:32]4)[CH2:21][CH2:22]3)[cH:15][cH:16]2)[cH:49][cH:50][cH:51][cH:52]1.[CH3:65][S:66](=[O:67])[CH3:68].[CH:53]([O:54][CH:55]([CH3:56])[CH3:57])([CH3:58])[CH3:59].[O-:60][P:61](=[O:62])([O-:63])[O-:64]>>[CH3:1][O:2][c:3]1[c:4]([CH2:5][O:6][CH2:7][CH2:8][CH2:9][O:10][c:11]2[cH:12][cH:13][c:14]([CH:17]3[CH:18]([O:33][CH2:34][c:35]4[cH:36][c:37]([O:42][CH2:43][CH2:44][C:45](=[O:46])[OH:47])[c:38]([CH3:41])[cH:39][cH:40]4)[CH2:19][N:20]([C:23](=[O:24])[O:25][CH2:26][c:27]4[cH:28][cH:29][cH:30][cH:31][cH:32]4)[CH2:21][CH2:22]3)[cH:15][cH:16]2)[cH:49][cH:50][cH:51][cH:52]1. Starting materials: ClC=1C2=C(N=CN1)C(=NN2C)C (7-chloro-1,3-dimethyl-1H-pyrazolo[4,3-d]pyrimidine), NC1CC2=CC=CC=C2C1 (2-aminoindan). Reagents/catalysts: C(C)N(CC)CC (triethylamine). The solvent is C(Cl)Cl (methylene chloride). The product is C1C(CC2=CC=CC=C12)NC=1C2=C(N=CN1)C(=NN2C)C (7-(2-indanylamino)-1,3-dimethyl-1H-pyrazolo[4,3-d]pyrimidine). Isolated yield 62.0%. As a reaction SMILES: Cl[C:2]1[C:3]2[N:10]([CH3:11])[N:9]=[C:8]([CH3:12])[C:4]=2[N:5]=[CH:6][N:7]=1.[NH2:13][CH:14]1[CH2:22][C:21]2[C:16](=[CH:17][CH:18]=[CH:19][CH:20]=2)[CH2:15]1>C(Cl)Cl.C(N(CC)CC)C>[CH2:15]1[C:16]2[C:21](=[CH:20][CH:19]=[CH:18][CH:17]=2)[CH2:22][CH:14]1[NH:13][C:2]1[C:3]2[N:10]([CH3:11])[N:9]=[C:8]([CH3:12])[C:4]=2[N:5]=[CH:6][N:7]=1. Reported procedure: 7-chloro-1,3-dimethyl-1H-pyrazolo[4,3-d]pyrimidine (28 mg, 0.15 mmol) (see J. Med. Chem.,31, 454 (1988)), 2-aminoindan (66 mg, 0.50 mmol), and triethylamine (30 μl, 0.2 μmol) in dry methylene chloride (1 ml) were heated to reflux for 2 hours. The residue obtained by distilling off the solvent under reduced pressure was purified by silica gel chromatography (hexane:ethyl acetate=1:4) to obtain the title compound (26 mg, 0.093 mmol) having the following physical properties: Reactants: [OH-].[Na+] (sodium hydroxide), COC(=O)C=1NS(C2=C(C1O)C=CC1=CC=CC=C12)(=O)=O (4-hydroxy-2H-naphtho[2,1-e]-1,2-thiazine-3-carboxylic acid methyl ester-1,1-dioxide), C(C)I (ethyl iodide). Solvent: C(C)O (ethanol). Conditions: time 30 hour. Yields the product COC(=O)C=1N(S(C2=C(C1O)C=CC1=CC=CC=C12)(=O)=O)CC (2-Ethyl-4-hydroxy-2H-naphtho[2,1-e]-1,2-thiazine-3-carboxylic acid methyl ester-1,1-dioxide). RXN SMILES: [OH-].[Na+].[CH3:3][O:4][C:5]([C:7]1[NH:8][S:9](=[O:23])(=[O:22])[C:10]2[C:21]3[C:16](=[CH:17][CH:18]=[CH:19][CH:20]=3)[CH:15]=[CH:14][C:11]=2[C:12]=1[OH:13])=[O:6].[CH2:24](I)[CH3:25]>C(O)C>[CH3:3][O:4][C:5]([C:7]1[N:8]([CH2:24][CH3:25])[S:9](=[O:23])(=[O:22])[C:10]2[C:21]3[C:16](=[CH:17][CH:18]=[CH:19][CH:20]=3)[CH:15]=[CH:14][C:11]=2[C:12]=1[OH:13])=[O:6] |f:0.1|. Reported procedure: 33 ml of 1 N sodium hydroxide were added dropwise over a period of 25 minutes to a suspension of 10.1 gm (0.033 mol) of 4-hydroxy-2H-naphtho[2,1-e]-1,2-thiazine-3-carboxylic acid methyl ester-1,1-dioxide and 20 gm (0.12 mol) of ethyl iodide in 400 ml of aqueous 75% ethanol, whereby the starting material went completely into solution. The reaction mixture was then stirred at room temperature for 30hours. Thereafter, the crystals which had formed were collected by filtration and washed with a smal... The reactants are N1(CN=CC=C1)CC(=O)[O-] (pyrimidine-1-acetate), [N+](=O)([O-])C=1C=C(CN2C(N(C(C2=O)=O)CC(=O)O)=S)C=CC1 (3-(3-nitrobenzyl)-4,5-dioxo-2-thioxoimidazolidine-1-acetic acid), Cl (hydrochloric acid), C(C)(=O)O (acetic acid). Yields the product [N+](=O)([O-])C=1C=C(CN2C(N(C=CC2=O)CC(=O)O)=O)C=CC1 (3-(3-nitrobenzyl)-2,4-dioxo-1,2,3,4-tetrahydropyrimidine-1-acetic acid). As a reaction SMILES: N1(CC([O-])=[O:9])C=CC=NC1.[N+:11]([C:14]1[CH:15]=[C:16]([CH:30]=[CH:31][CH:32]=1)[CH2:17][N:18]1[C:22](=[O:23])C(=O)[N:20]([CH2:25][C:26](O)=O)[C:19]1=S)([O-:13])=[O:12].Cl.[C:34]([OH:37])(=[O:36])[CH3:35]>>[N+:11]([C:14]1[CH:15]=[C:16]([CH:30]=[CH:31][CH:32]=1)[CH2:17][N:18]1[C:22](=[O:23])[CH:26]=[CH:25][N:20]([CH2:35][C:34]([OH:37])=[O:36])[C:19]1=[O:9])([O-:13])=[O:12]. Reported procedure: The above-prepared pyrimidine-1-acetate product of paragraph (2) (1.60 g), 6 mL of acetic acid and 2 mL of hydrochloric acid were mixed followed by heating to reflux for two hours. After concentration, it was heated to reflux for two hours more with 6 mL of acetic acid and 2 mL of hydrochloric acid. The solvent was evaporated therefrom and the residue was washed with water and recrystallized from ethanol to give 1.39 g of 3-(3-nitrobenzyl)-2,4-dioxo-1,2,3,4-tetrahydropyrimidine-1-acetic acid [Co... Reactants: ClC1=CC(=CC=C1)C(=O)OO (m-Chloroperbenzoic acid), O=C(CNC(=O)C1=NNC(=C1)C1=CC=CC=C1)N1CCC(CC1)SC1=C(C=CC=C1)C(F)(F)F (5-phenyl-1H-pyrazole-3-carboxylic acid {2-oxo-2-[4-(2-trifluoromethyl-phenylsulfanyl)-piperidin-1-yl]-ethyl}-amide). The solvent is C(Cl)Cl (DCM). Conditions: time 1 hour. The product is O=C(CNC(=O)C1=NNC(=C1)C1=CC=CC=C1)N1CCC(CC1)S(=O)C1=C(C=CC=C1)C(F)(F)F (5-phenyl-1H-pyrazole-3-carboxylic acid {2-oxo-2-[4-(2-trifluoromethyl-benzenesulfinyl)-piperidin-1-yl]-ethyl}-amide). Isolated yield 59.5%. Reaction SMILES: ClC1C=CC=C(C(OO)=[O:9])C=1.[O:12]=[C:13]([N:29]1[CH2:34][CH2:33][CH:32]([S:35][C:36]2[CH:41]=[CH:40][CH:39]=[CH:38][C:37]=2[C:42]([F:45])([F:44])[F:43])[CH2:31][CH2:30]1)[CH2:14][NH:15][C:16]([C:18]1[CH:22]=[C:21]([C:23]2[CH:28]=[CH:27][CH:26]=[CH:25][CH:24]=2)[NH:20][N:19]=1)=[O:17]>C(Cl)Cl>[O:12]=[C:13]([N:29]1[CH2:30][CH2:31][CH:32]([S:35]([C:36]2[CH:41]=[CH:40][CH:39]=[CH:38][C:37]=2[C:42]([F:44])([F:43])[F:45])=[O:9])[CH2:33][CH2:34]1)[CH2:14][NH:15][C:16]([C:18]1[CH:22]=[C:21]([C:23]2[CH:24]=[CH:25][CH:26]=[CH:27][CH:28]=2)[NH:20][N:19]=1)=[O:17]. Procedure: m-Chloroperbenzoic acid (18.5 mg, 0.1 mmol) was added to a cold (0-4° C.) solution of 5-phenyl-1H-pyrazole-3-carboxylic acid {2-oxo-2-[4-(2-trifluoromethyl-phenylsulfanyl)-piperidin-1-yl]-ethyl}-amide (50 mg, 0.1 mmol) in DCM (10 mL) and stirring was continued for 1 hr. The reaction mixture was concentrated. Purification by column chromatography (using 60-120 silica gel and 0.6% MeOH in CHCl3 as eluent) afforded 30 mg (58.35% yield) of 5-phenyl-1H-pyrazole-3-carboxylic acid {2-oxo-2-[4-(2-triflu...